From a dataset of the Open Reaction Database (ORD), a public repository of structured organic reaction records. describe an organic reaction: reactants, conditions, products, and yield The reactants are CC1=C(C=C(C(=O)NC2=CC(=CC(=C2)C(F)(F)F)N2C=NC(=C2)C)C=C1)NC1=NC=CC(=N1)C=1C=NC=CC1 (4-methyl-N-[3-(4-methyl-imidazol-1-yl)-5-trifluoromethyl-phenyl]-3-(4-pyridin-3-yl-pyrimidin-2-ylamino)-benzamide), CO (methanol), Cl (hydrochloric acid), CO (methanol), Cl.CC1=C(C=C(C(=O)NC2=CC(=CC(=C2)C(F)(F)F)N2C=NC(=C2)C)C=C1)NC1=NC=CC(=N1)C=1C=NC=CC1 (4-methyl-N-[3-(4-methyl-imidazol-1-yl)-5-trifluoromethyl-phenyl]-3-(4-pyridin-3-yl-pyrimidin-2-ylamino)-benzamide hydrochloride), O (water), CO (methanol). Reaction conditions: temperature 42 celsius, time 15 minute. Product: C(COCO)OCO (dimethanol), hydrochloride salt, CC1=C(C=C(C(=O)NC2=CC(=CC(=C2)C(F)(F)F)N2C=NC(=C2)C)C=C1)NC1=NC=CC(=N1)C=1C=NC=CC1 (4-methyl-N-[3-(4-methyl-imidazol-1-yl)-5-trifluoromethyl-phenyl]-3-(4-pyridin-3-yl-pyrimidin-2-ylamino)-benzamide). Reaction SMILES: CC1C=C[C:5]([C:6](NC2C=C(C(F)(F)F)C=C(N3C=C(C)N=C3)C=2)=[O:7])=CC=1NC1N=C(C2C=NC=CC=2)C=CN=1.Cl.Cl.[CH3:42][C:43]1[CH:67]=[CH:66][C:46]([C:47]([NH:49][C:50]2[CH:55]=[C:54]([C:56]([F:59])([F:58])[F:57])[CH:53]=[C:52]([N:60]3[CH:64]=[C:63]([CH3:65])[N:62]=[CH:61]3)[CH:51]=2)=[O:48])=[CH:45][C:44]=1[NH:68][C:69]1[N:74]=[C:73]([C:75]2[CH:76]=[N:77][CH:78]=[CH:79][CH:80]=2)[CH:72]=[CH:71][N:70]=1.[OH2:81].[CH3:82][OH:83]>>[CH2:6]([O:7][CH2:47][OH:48])[CH2:5][O:81][CH2:82][OH:83].[CH3:42][C:43]1[CH:67]=[CH:66][C:46]([C:47]([NH:49][C:50]2[CH:55]=[C:54]([C:56]([F:57])([F:58])[F:59])[CH:53]=[C:52]([N:60]3[CH:64]=[C:63]([CH3:65])[N:62]=[CH:61]3)[CH:51]=2)=[O:48])=[CH:45][C:44]=1[NH:68][C:69]1[N:74]=[C:73]([C:75]2[CH:76]=[N:77][CH:78]=[CH:79][CH:80]=2)[CH:72]=[CH:71][N:70]=1 |f:2.3|. Procedure details: 4.0 g 4-methyl-N-[3-(4-methyl-imidazol-1-yl)-5-trifluoromethyl-phenyl]-3-(4-pyridin-3-yl-pyrimidin-2-ylamino)-benzamide free base is dissolved in 60 mL methanol at 50° C. 1.05 equivalent (688.7 μL) of hydrochloric acid is added as a solution in 2 mL of methanol. The solution is let stand for 60 minutes at 50° C. The solution is cooled down to 42° C. and kept at this temperature for 15 minutes. A suspension of 4 mg of 4-methyl-N-[3-(4-methyl-imidazol-1-yl)-5-trifluoromethyl-phenyl]-3-(4-pyridin-3...